From a dataset of the Open Reaction Database (ORD), a public repository of structured organic reaction records. describe an organic reaction: reactants, conditions, products, and yield Product: C1(=CC=CC=C1)C1CCC(CC1)O (4-phenylcyclohexanol). Starting materials: C1(=CC=CC=C1)C(CC(C)=O)CC (4-Phenylhexanone), [H-].[Al+3].[Li+].[H-].[H-].[H-] (lithium aluminum hydride), O1CCCC1 (tetrahydrofuran). Procedure: 4-Phenylhexanone (1.74 g; 10 mmoL) is mixed with 1M lithium aluminum hydride (LiAlH4) solution in tetrahydrofuran (THF) (10 mL; 10 mmoL). The reaction mixture is stirred and refluxed for 6 hrs. After the starting ketone is consumed as determined by thin-layer chromatography (TLC) and gas phase chromatography (GC), the reaction mixture is carefully quenched with water (40 mL) whereupon a precipitate forms. Then, hydrochloric acid (10 mL) is added to dissolve the precipitate, and the solution is t... Isolated yield 74.0%. As a reaction SMILES: [C:1]1([CH:7]([CH2:12][CH3:13])[CH2:8][C:9](=O)[CH3:10])[CH:6]=[CH:5][CH:4]=[CH:3][CH:2]=1.[H-].[Al+3].[Li+].[H-].[H-].[H-].[O:20]1CCCC1>>[C:1]1([CH:7]2[CH2:12][CH2:13][CH:10]([OH:20])[CH2:9][CH2:8]2)[CH:6]=[CH:5][CH:4]=[CH:3][CH:2]=1 |f:1.2.3.4.5.6|. The reactants are OC=1C=C2C=CC=C(C2=CC1)C(=O)O (6-hydroxy-1-naphthoic acid), ClC1=CC=NC2=C(C=CC=C12)C (4-chloro-8-methylquinoline). Product: CC=1C=CC=C2C(=CC=NC12)OC=1C=C2C=CC=C(C2=CC1)C(=O)O (6-(8-methylquinolin-4-yloxy)-1-naphthoic acid). Isolated yield 49.9%. As a reaction SMILES: [OH:1][C:2]1[CH:3]=[C:4]2[C:9](=[CH:10][CH:11]=1)[C:8]([C:12]([OH:14])=[O:13])=[CH:7][CH:6]=[CH:5]2.Cl[C:16]1[C:25]2[C:20](=[C:21]([CH3:26])[CH:22]=[CH:23][CH:24]=2)[N:19]=[CH:18][CH:17]=1>>[CH3:26][C:21]1[CH:22]=[CH:23][CH:24]=[C:25]2[C:20]=1[N:19]=[CH:18][CH:17]=[C:16]2[O:1][C:2]1[CH:3]=[C:4]2[C:9](=[CH:10][CH:11]=1)[C:8]([C:12]([OH:14])=[O:13])=[CH:7][CH:6]=[CH:5]2. Procedure: The title compound (1.25 g, 55% yield) was prepared as a brown solid from 6-hydroxy-1-naphthoic acid (1.43 g, 7.6 mmol) and 4-chloro-8-methylquinoline (1.62 g, 9.14 mmol) by an analogous procedure to that described in example 1. LC-MS (m/z) 330 (M+1). Starting materials: [BH3-]C#N, CCc1nc2c(C)cc(C)nc2n1Cc1ccc(NCC2CCNCC2)cc1, CC(C)=O, CCO, CC(C)[O-], CC(C)[O-], CC(C)[O-], CC(C)[O-], [Na+], O, [Ti+4]. Product: CCc1nc2c(C)cc(C)nc2n1Cc1ccc(NCC2CCN(C(C)C)CC2)cc1. As a reaction SMILES: [C:33]([BH3-:34])#[N:35].[CH2:1]([CH3:2])[c:3]1[n:4][c:5]2[c:6]([n:7][c:8]([CH3:12])[cH:9][c:10]2[CH3:11])[n:13]1[CH2:14][c:15]1[cH:16][cH:17][c:18]([NH:21][CH2:22][CH:23]2[CH2:24][CH2:25][NH:26][CH2:27][CH2:28]2)[cH:19][cH:20]1.[CH3:29][C:30]([CH3:31])=[O:32].[CH3:38][CH2:39][OH:40].[CH3:41][CH:42]([CH3:43])[O-:44].[CH3:45][CH:46]([CH3:47])[O-:48].[CH3:49][CH:50]([CH3:51])[O-:52].[CH3:53][CH:54]([CH3:55])[O-:56].[Na+:36].[OH2:37].[Ti+4:57]>>[CH2:1]([CH3:2])[c:3]1[n:4][c:5]2[c:6]([n:7][c:8]([CH3:12])[cH:9][c:10]2[CH3:11])[n:13]1[CH2:14][c:15]1[cH:16][cH:17][c:18]([NH:21][CH2:22][CH:23]2[CH2:24][CH2:25][N:26]([CH:30]([CH3:29])[CH3:31])[CH2:27][CH2:28]2)[cH:19][cH:20]1. Procedure details: Using the method of [4-(benzo[b]thiophen-2-yl)-pyrimidin-2-yl]-[3-(4-methylpiperazin-1-yl)-propyl]-amine, the title compound is synthesized from 4-(6-bromobenzo[b]thiophen-2-yl)-2,5-dichloropyrimidine and isolated as a light orange solid. ES+(m/z) 480 (35C1, 79Br), 482 ([37Cl, 79Br] and [35Cl, 81Br]) and 484 (37Cl, 81Br) [M(free base)+H]. The product is Cl.Cl.Cl.BrC=1C=CC2=C(SC(=C2)C2=NC(=NC=C2Cl)NCCCN2CCN(CC2)C)C1 ([4-(6-Bromobenzo[b]thiophen-2-yl)-5-chloropyrimidin-2-yl]-[3-(4-methylpiperazin-1-yl)-propyl]-amine tri-hydrochloride). RXN SMILES: S1C(C2C=CN=C([NH:12][CH2:13][CH2:14][CH2:15][N:16]3[CH2:21][CH2:20][N:19]([CH3:22])[CH2:18][CH2:17]3)N=2)=CC2C=CC=CC1=2.[Br:27][C:28]1[CH:29]=[CH:30][C:31]2[CH:35]=[C:34]([C:36]3[C:41]([Cl:42])=[CH:40][N:39]=[C:38](Cl)[N:37]=3)[S:33][C:32]=2[CH:44]=1>>[ClH:42].[ClH:42].[ClH:42].[Br:27][C:28]1[CH:29]=[CH:30][C:31]2[CH:35]=[C:34]([C:36]3[C:41]([Cl:42])=[CH:40][N:39]=[C:38]([NH:12][CH2:13][CH2:14][CH2:15][N:16]4[CH2:17][CH2:18][N:19]([CH3:22])[CH2:20][CH2:21]4)[N:37]=3)[S:33][C:32]=2[CH:44]=1 |f:2.3.4.5|. Starting materials: BrC=1C=CC2=C(SC(=C2)C2=NC(=NC=C2Cl)Cl)C1 (4-(6-bromobenzo[b]thiophen-2-yl)-2,5-dichloropyrimidine), S1C2=C(C=C1C1=NC(=NC=C1)NCCCN1CCN(CC1)C)C=CC=C2 ([4-(benzo[b]thiophen-2-yl)-pyrimidin-2-yl]-[3-(4-methylpiperazin-1-yl)-propyl]-amine).